Dataset: the Open Reaction Database (ORD), a public repository of structured organic reaction records. Task: describe an organic reaction: reactants, conditions, products, and yield The reactants are O=C1N(CCCC1)NC(OC(C)(C)C)=O (tert-Butyl (2-oxopiperidin-1-yl)carbamate), Cl (hydrogen chloride). Solvent: O1CCOCC1 (dioxane). Run at time 1 hour. Product: Cl.NN1C(CCCC1)=O (1-aminopiperidin-2-one hydrochloride). As a reaction SMILES: [O:1]=[C:2]1[CH2:7][CH2:6][CH2:5][CH2:4][N:3]1[NH:8]C(=O)OC(C)(C)C.[ClH:16]>O1CCOCC1>[ClH:16].[NH2:8][N:3]1[CH2:4][CH2:5][CH2:6][CH2:7][C:2]1=[O:1] |f:3.4|. Procedure details: tert-Butyl (2-oxopiperidin-1-yl)carbamate (129 mg) was dissolved in a solution of 4 N hydrogen chloride in dioxane (2 ml), and the reaction solution was stirred at room temperature for one hour. The reaction solution was concentrated under reduced pressure to obtain 92 mg of the title compound. The property values of the compound are as follows. Reaction SMILES: [C:1]([N:4]1[C:12]2[C:7](=[CH:8][C:9]([C:13](=[O:15])[CH3:14])=[CH:10][CH:11]=2)[CH2:6][C:5]1=[O:16])(=[O:3])[CH3:2].[O:17]1[CH:21]=[CH:20][C:19]([C:22](O)=[O:23])=[CH:18]1>>[C:1]([N:4]1[C:12]2[C:7](=[CH:8][C:9]([C:13](=[O:15])[CH3:14])=[CH:10][CH:11]=2)[C:6](=[C:22]([C:19]2[CH:20]=[CH:21][O:17][CH:18]=2)[OH:23])[C:5]1=[O:16])(=[O:3])[CH3:2]. The reactants are C(C)(=O)N1C(CC2=CC(=CC=C12)C(C)=O)=O (1,5-diacetyl-2-indolinone), O1C=C(C=C1)C(=O)O (furan-3-carboxylic acid). Procedure: Prepared from 1,5-diacetyl-2-indolinone and furan-3-carboxylic acid Product: C(C)(=O)N1C(C(C2=CC(=CC=C12)C(C)=O)=C(O)C1=COC=C1)=O (1,5-diacetyl-3-[(furan-3-yl)-hydroxy-methylidene]-2-indolinone). Starting materials: Cl.N(C(=N)N)C=1SC=C(N1)CCl (2-guanidino-4-chloromethylthiazole hydrochloride), SCCC(=O)OC (methyl 3-mercaptopropionate), [OH-].[Na+] (sodium hydroxide). Run in CCO (EtOH), O (water), O (water). Reaction conditions: time 18 hour. The product is N(C(=N)N)C=1SC=C(N1)CSCCC(=O)OC (methyl 3-(2-guanidinothiazol-4-yl-methylthio)propionate). Reaction SMILES: Cl.[NH:2]([C:6]1[S:7][CH:8]=[C:9]([CH2:11]Cl)[N:10]=1)[C:3]([NH2:5])=[NH:4].[SH:13][CH2:14][CH2:15][C:16]([O:18][CH3:19])=[O:17].[OH-].[Na+]>CCO.O>[NH:2]([C:6]1[S:7][CH:8]=[C:9]([CH2:11][S:13][CH2:14][CH2:15][C:16]([O:18][CH3:19])=[O:17])[N:10]=1)[C:3]([NH2:5])=[NH:4] |f:0.1,3.4|. Procedure details: To 2-guanidino-4-chloromethylthiazole hydrochloride (3.86 g.) and methyl 3-mercaptopropionate (3.0 g.) in EtOH (45 ml.) at 0° was added sodium hydroxide (1.6 g.) in water (15 ml.) over 15 minutes. The reaction mixture was allowed to attain room temperature and to stand for 18 hours. The solution was poured into water and extracted with EtOAc. The extract was washed with aqueous sodium hydroxide solution, water, dried and evaporated to give methyl 3-(2-guanidinothiazol-4-yl-methylthio)propionate ...